From a dataset of the Open Reaction Database (ORD), a public repository of structured organic reaction records. describe an organic reaction: reactants, conditions, products, and yield The reactants are Cl (hydrochloric acid), COC1=CC=CC2=C1OC1=CC=CC=C1C21CCNCC1 (4-methoxyxanthene-9-spiro-4'-piperidine), BrCC=C(C)C (1-bromo-3-methylbut-2-ene), C([O-])(O)=O.[Na+] (sodium bicarbonate). Solvent: O (water), C(C)(C)O (isopropanol), CN(C=O)C (dimethylformamide). Yields the product Cl.CC(=CCN1CCC2(CC1)C1=CC=CC=C1OC=1C(=CC=CC12)OC)C (1'-(3-methylbut-2-enyl)-4-methoxyxanthene-9-spiro-4'-piperidine hydrochloride). RXN SMILES: [CH3:1][O:2][C:3]1[C:8]2[O:9][C:10]3[C:15]([C:16]4([CH2:21][CH2:20][NH:19][CH2:18][CH2:17]4)[C:7]=2[CH:6]=[CH:5][CH:4]=1)=[CH:14][CH:13]=[CH:12][CH:11]=3.Br[CH2:23][CH:24]=[C:25]([CH3:27])[CH3:26].C(=O)(O)[O-].[Na+].[ClH:33]>C(O)(C)C.O.CN(C)C=O>[ClH:33].[CH3:26][C:25]([CH3:27])=[CH:24][CH2:23][N:19]1[CH2:20][CH2:21][C:16]2([C:7]3[CH:6]=[CH:5][CH:4]=[C:3]([O:2][CH3:1])[C:8]=3[O:9][C:10]3[C:15]2=[CH:14][CH:13]=[CH:12][CH:11]=3)[CH2:17][CH2:18]1 |f:2.3,8.9|. Reported procedure: A mixture of 4-methoxyxanthene-9-spiro-4'-piperidine (2.0 g.), 1-bromo-3-methylbut-2-ene (1.15 g.), sodium bicarbonate (0.59 g.) and dimethylformamide (20 ml.) is heated under reflux for 4 hours. The mixture is cooled, poured into water and extracted with chloroform. The chloroform extract is washed with water, dried with MgSO4 and evaporated to give a gummy residue. The residue is dissolved in isopropanol and treated with ethereal hydrochloric acid. The residue is recrystallised from isopropano... Reactants: [OH-].[Na+] (NaOH), ice NaHCO3, C(C1=CC=CC=C1)OC=1C=CC=C2C(=CC(=NC12)C)Cl (8-(benzyloxy)-4-chloro-2-methylquinoline), C([O-])([O-])=O.[K+].[K+] (potassium carbonate), O (water). The solvent is CS(=O)C (DMSO). Reaction conditions: temperature 140 celsius. Product: C(C1=CC=CC=C1)OC=1C=CC=C2C(=CC(=NC12)C)O (8-(benzyloxy)-2-methylquinolin-4-ol). Yield: 80.9%. Reaction SMILES: [CH2:1]([O:8][C:9]1[CH:10]=[CH:11][CH:12]=[C:13]2[C:18]=1[N:17]=[C:16]([CH3:19])[CH:15]=[C:14]2Cl)[C:2]1[CH:7]=[CH:6][CH:5]=[CH:4][CH:3]=1.C(=O)([O-])[O-:22].[K+].[K+].O.[OH-].[Na+]>CS(C)=O>[CH2:1]([O:8][C:9]1[CH:10]=[CH:11][CH:12]=[C:13]2[C:18]=1[N:17]=[C:16]([CH3:19])[CH:15]=[C:14]2[OH:22])[C:2]1[CH:7]=[CH:6][CH:5]=[CH:4][CH:3]=1 |f:1.2.3,5.6|. Reported procedure: To a mixture of 8-(benzyloxy)-4-chloro-2-methylquinoline (3.09 g, 10.9 mmol), potassium carbonate (3.22 g, 32.8 mmol) in DMSO (30 mL) was added water (1.00 mL) to dissolve the solid. The mixture was heated at 140° C. for 2 h and was added 2N NaOH (12 mL, 24.0 mmol) and heated at 130° C. overnight. The mixture was poured into ice/NaHCO3. Solid precipitated and was filtered, washed with water and dried to give 8-(benzyloxy)-2-methylquinolin-4-ol (2.34 g, 81%). Product: CC1(C(C2=CC=CC=C2C1=O)=O)C (2,2-dimethyl-indan-1,3-dione). RXN SMILES: [F-].[K+].[C:3]1(=[O:13])[C:11]2[C:6](=[CH:7][CH:8]=[CH:9][CH:10]=2)[C:5](=[O:12])C1.I[CH3:15].[C:16](#N)[CH3:17]>>[CH3:15][C:16]1([CH3:17])[C:3](=[O:13])[C:11]2[C:6](=[CH:7][CH:8]=[CH:9][CH:10]=2)[C:5]1=[O:12] |f:0.1|. Procedure: Potassium fluoride on Celite® [loading wt: 50% purchased from Sigma-Aldrich Co.] (5.8 g, ˜50 mmol) is heated at 135° C. for 2 h under vacuum (<20 torr). The solid is then permitted to cool to room temperature and placed under a nitrogen atmosphere at which time a solution of indan-1,3-dione (CAS# 606-23-5, 1.46 g, 10.0 mmol) in acetonitrile (15 mL) is added followed by iodomethane (1.8 mL, 30 mmol). The reaction is heated in a sealed vessel at 70° C. overnight. The reaction mixture is cooled to ... Reactants: [F-].[K+] (Potassium fluoride), C(C)#N (acetonitrile), C1(CC(C2=CC=CC=C12)=O)=O (indan-1,3-dione), IC (iodomethane). Reactants: FC(C(=O)O)(F)F (trifluoroacetic acid), O (water), C(C)(C)(C)OC(=O)N1CCC2(CN(C(O2)=O)CC2=CC(=CC=C2)Br)CC1 (3-(3-bromobenzyl)-2-oxo-1-oxa-3,8-diazaspiro[4.5]decane-8-carboxylic acid tert-butyl ester), FC1=C(C=C(C=C1)F)N=C=O (2,5-difluorophenyl isocyanate). Run in C(Cl)Cl (DCM), CCOC(=O)C (EtOAc). Run at time 5 minute. The product is FC1=C(C=C(C=C1)F)NC(=O)N1CCC2(CN(C(O2)=O)CC2=CC(=CC=C2)Br)CC1 (3-(3-bromobenzyl)-2-oxo-1-oxa-3,8-diazaspiro[4.5]decane-8-carboxylic acid (2,5-difluorophenyl)amide). RXN SMILES: C(OC([N:8]1[CH2:26][CH2:25][C:11]2([O:15][C:14](=[O:16])[N:13]([CH2:17][C:18]3[CH:23]=[CH:22][CH:21]=[C:20]([Br:24])[CH:19]=3)[CH2:12]2)[CH2:10][CH2:9]1)=O)(C)(C)C.FC(F)(F)C(O)=O.[F:34][C:35]1[CH:40]=[CH:39][C:38]([F:41])=[CH:37][C:36]=1[N:42]=[C:43]=[O:44].O>C(Cl)Cl.CCOC(C)=O>[F:34][C:35]1[CH:40]=[CH:39][C:38]([F:41])=[CH:37][C:36]=1[NH:42][C:43]([N:8]1[CH2:26][CH2:25][C:11]2([O:15][C:14](=[O:16])[N:13]([CH2:17][C:18]3[CH:23]=[CH:22][CH:21]=[C:20]([Br:24])[CH:19]=3)[CH2:12]2)[CH2:10][CH2:9]1)=[O:44]. Reported procedure: The compound A6 (0.50 g, 1.18 mmol) was dissolved in DCM (3 mL) and combined with trifluoroacetic acid (3 mL). The reaction mixture was stirred for 5 min at RT and the solvent was then removed under a vacuum. The residue was combined repeatedly with toluene and the solvent was then removed again. The residue was then combined with sat. aq. NaHCO3 solution and repeatedly extracted with EtOAc. The combined organic phases were dried over Na2SO4 and the solvent was removed under a vacuum. The residu... The reactants are F2, O(F)F (OF2), C(C)OC([C@@H](NC=O)CC1=CC(=C(C=C1[Sn](C)(C)C)OC(=O)OC(C)(C)C)OC(=O)OC(C)(C)C)=O (N-Formyl-3,4-di-t-butoxycarbonyloxy-6-(trimethylstannyl)-L-phenylalanine ethyl ester), CC(=O)OF (CH3COOF), glycals, F2, FC(=O)C[C@@H](O)[C@H](O)[C@H](O)CO (fluoro-2-deoxy-D-glucose). Solvent: C(F)(Cl)(Cl)Cl (Freon-11), C(Cl)Cl (methylene chloride). Yields the product C(C)OC([C@@H](NC=O)CC1=CC(=C(C=C1F)OC(=O)OC(C)(C)C)OC(=O)OC(C)(C)C)=O (N-Formyl-3,4-di-t-butoxycarbonyloxy-6-fluoro-L-phenylalanine ethyl ester), CC(=O)OF (CH3COOF), F2, O(F)F (OF2). RXN SMILES: [CH3:1][C:2]([O:4][F:5])=[O:3].FC(C[C@H]([C@@H]([C@@H](CO)O)O)O)=O.[O:18]([F:20])[F:19].[CH2:21]([O:23][C:24](=[O:56])[C@H:25]([CH2:29][C:30]1[C:35]([Sn](C)(C)C)=[CH:34][C:33]([O:40][C:41]([O:43][C:44]([CH3:47])([CH3:46])[CH3:45])=[O:42])=[C:32]([O:48][C:49]([O:51][C:52]([CH3:55])([CH3:54])[CH3:53])=[O:50])[CH:31]=1)[NH:26][CH:27]=[O:28])[CH3:22]>C(Cl)(Cl)(Cl)F.C(Cl)Cl>[CH2:21]([O:23][C:24](=[O:56])[C@H:25]([CH2:29][C:30]1[C:35]([F:5])=[CH:34][C:33]([O:40][C:41]([O:43][C:44]([CH3:47])([CH3:46])[CH3:45])=[O:42])=[C:32]([O:48][C:49]([O:51][C:52]([CH3:55])([CH3:54])[CH3:53])=[O:50])[CH:31]=1)[NH:26][CH:27]=[O:28])[CH3:22].[CH3:1][C:2]([O:4][F:5])=[O:3].[O:18]([F:20])[F:19]. Procedure: The electrophilic fluorinating agent, CH3COOF (prepared from 200 μmol) of F2 in 1% He, (Bida, G. T., Satyamurthy, N. and Barrio, J. R. (1984) The synthesis of 2- 18F!fluoro-2-deoxy-D-glucose using glycals: A reexamination. J. Nucl. Med. 25, 1327) F2 (1% in He, 200 μmol) or OF2 (1% in He, 200 μmol), was bubbled into a solution of trimethyltin derivative 6 (0.123 g, 200 μmol) in Freon-11 (CFCl3) (20 mL) at room temperature over a period of 30 min. The reaction mixture was diluted with methylene ch... Starting materials: [H-].[Na+] (sodium hydride), COC(C(=COC)C1=C(C=CC=C1)CBr)=O (2-(bromomethyl)-α-(methoxymethylene)-phenylacetic acid methyl ester), C(C)ON=C(C(C)=NO)C1=CC=C(C=C1)OC(C)C1=CC=C(C=C1)Cl (1-[4-(1-{4-chlorophenyl)-ethoxy}-phenyl]-1,2-propanedione-[ethyloxime]-2-oxime). Run in CN(C=O)C (N,N-dimethylformamide), CN(C=O)C (N,N-dimethylformamide), CN(C=O)C (N,N-dimethylformamide). Reaction conditions: time 10 minute. Product: COC(C(=COC)C1=C(C=CC=C1)CON=C(C(C1=CC=C(C=C1)OC(C)C1=CC=C(C=C1)Cl)=NOCC)C)=O (2-[[[(1-Methyl-2-(4-(1-{4-chlorophenyl}-ethoxy)-phenyl)-[ethoxyimino]ethylidene)-amino]oxy]methyl]-α-(methoxymethylene)-phenylacetic acid methyl ester). RXN SMILES: [CH2:1]([O:3][N:4]=[C:5]([C:10]1[CH:15]=[CH:14][C:13]([O:16][CH:17]([C:19]2[CH:24]=[CH:23][C:22]([Cl:25])=[CH:21][CH:20]=2)[CH3:18])=[CH:12][CH:11]=1)[C:6](=[N:8][OH:9])[CH3:7])[CH3:2].[H-].[Na+].[CH3:28][O:29][C:30](=[O:43])[C:31]([C:35]1[CH:40]=[CH:39][CH:38]=[CH:37][C:36]=1[CH2:41]Br)=[CH:32][O:33][CH3:34]>CN(C)C=O>[CH3:28][O:29][C:30](=[O:43])[C:31]([C:35]1[CH:40]=[CH:39][CH:38]=[CH:37][C:36]=1[CH2:41][O:9][N:8]=[C:6]([CH3:7])[C:5](=[N:4][O:3][CH2:1][CH3:2])[C:10]1[CH:15]=[CH:14][C:13]([O:16][CH:17]([C:19]2[CH:20]=[CH:21][C:22]([Cl:25])=[CH:23][CH:24]=2)[CH3:18])=[CH:12][CH:11]=1)=[CH:32][O:33][CH3:34] |f:1.2|. Reported procedure: 7 g of 1-[4-(1-{4-chlorophenyl)-ethoxy}-phenyl]-1,2-propanedione-[ethyloxime]-2-oxime dissolved in 25 ml of N,N-dimethylformamide are added dropwise to a suspension of 0.9 g of sodium hydride (55% in oil) in 40 ml of N,N-dimethylformamide and the reaction mixture is then stirred for 10 minutes at room temperature. 5.5 g of 2-(bromomethyl)-α-(methoxymethylene)-phenylacetic acid methyl ester in 20 ml of N,N-dimethylformamide are then added dropwise and the reaction mixture is stirred for a further... The reactants are Cc1cc(NC(=O)OC(C)(C)C)c(N)cc1C(F)(F)F, CC(C)(C)OC(=O)CC(=O)c1cccc(-n2cncn2)c1. Product: Cc1cc(NC(=O)OC(C)(C)C)c(NC(=O)CC(=O)c2cccc(-n3cncn3)c2)cc1C(F)(F)F. RXN SMILES: [C:1]([CH3:2])([CH3:3])([CH3:4])[O:5][C:6]([NH:7][c:8]1[c:9]([NH2:19])[cH:10][c:11]([C:15]([F:16])([F:17])[F:18])[c:12]([CH3:14])[cH:13]1)=[O:20].[C:21]([CH3:23])([CH3:24])([O:25][C:26](=[O:22])[CH2:27][C:28]([c:29]1[cH:30][c:31](-[n:35]2[n:36][cH:37][n:38][cH:39]2)[cH:32][cH:33][cH:34]1)=[O:40])[CH3:41]>>[C:1]([CH3:2])([CH3:3])([CH3:4])[O:5][C:6]([NH:7][c:8]1[c:9]([NH:19][C:26](=[O:25])[CH2:27][C:28]([c:29]2[cH:30][c:31](-[n:35]3[n:36][cH:37][n:38][cH:39]3)[cH:32][cH:33][cH:34]2)=[O:40])[cH:10][c:11]([C:15]([F:16])([F:17])[F:18])[c:12]([CH3:14])[cH:13]1)=[O:20]. Starting materials: ClC=1OC=2C(N1)=C(C=CC2)C(=O)OC (methyl 2-chlorobenzoxazole-4-carboxylate), C[C@@H]1N[C@H](COC1)C ((3S,5S)-3,5-dimethylmorpholine), C([O-])([O-])=O.[K+].[K+] (potassium carbonate). Run in CN(C)C=O (DMF), O (H2O). Run at time 17 hour. Yields the product C[C@H]1COC[C@@H](N1C=1OC=2C(N1)=C(C=CC2)C(=O)OC)C (Methyl 2-((3 S,5S)-3,5-dimethylmorpholino)benzoxazole-4-carboxylate). Yield: 89.6%. As a reaction SMILES: Cl[C:2]1[O:3][C:4]2[C:5](=[C:7]([C:11]([O:13][CH3:14])=[O:12])[CH:8]=[CH:9][CH:10]=2)[N:6]=1.[CH3:15][C@H:16]1[CH2:21][O:20][CH2:19][C@H:18]([CH3:22])[NH:17]1.C(=O)([O-])[O-].[K+].[K+]>CN(C=O)C.O>[CH3:15][C@@H:16]1[N:17]([C:2]2[O:3][C:4]3[C:5](=[C:7]([C:11]([O:13][CH3:14])=[O:12])[CH:8]=[CH:9][CH:10]=3)[N:6]=2)[C@@H:18]([CH3:22])[CH2:19][O:20][CH2:21]1 |f:2.3.4|. Procedure: A mixture of methyl 2-chlorobenzoxazole-4-carboxylate (620 mg, 2.96 mmol) and (3S,5S)-3,5-dimethylmorpholine (341 mg, 2.96 mmol) and potassium carbonate (1.0 g, 7.4 mmol), in DMF (15 mL), was stirred in a 35° C. oil bath. After 17 h, the reaction mixture was cooled to ambient temperature, diluted with H2O (50 mL) and extracted with EtOAc (2×30 mL). The combined organic layers were washed with H2O (3×20 mL), brine (20 mL), dried (Na2SO4), and concentrated under reduced pressure. Methyl 2-((3 S,5S... The reactants are NC=1NC2=C(N1)C=C(C(=C2)C)C (2-amino-5,6-dimethylbenzimidazole), ClCSC1=CC(=CC(=C1)Br)Br (3,5-dibromophenyl chloromethyl sulfide). Product: [Cl-].NC1=[N+](C2=C(N1CSC1=CC(=CC(=C1)Br)Br)C=C(C(=C2)C)C)CSC2=CC(=CC(=C2)Br)Br (2-Amino-5,6-dimethyl-1,3-bis[(3,5-dibromophenylthio)methyl]-1H-benzimidazol-3-ium chloride). As a reaction SMILES: [NH2:1][C:2]1[NH:3][C:4]2[CH:10]=[C:9]([CH3:11])[C:8]([CH3:12])=[CH:7][C:5]=2[N:6]=1.[Cl:13][CH2:14][S:15][C:16]1[CH:21]=[C:20]([Br:22])[CH:19]=[C:18]([Br:23])[CH:17]=1>>[Cl-:13].[NH2:1][C:2]1[N:3]([CH2:14][S:15][C:16]2[CH:21]=[C:20]([Br:22])[CH:19]=[C:18]([Br:23])[CH:17]=2)[C:4]2[CH:10]=[C:9]([CH3:11])[C:8]([CH3:12])=[CH:7][C:5]=2[N+:6]=1[CH2:14][S:15][C:16]1[CH:21]=[C:20]([Br:22])[CH:19]=[C:18]([Br:23])[CH:17]=1 |f:2.3|. Reported procedure: Following the procedure of Example 2 and replacing 2-aminobenzimidazole with 2-amino-5,6-dimethylbenzimidazole and replacing 2-bromo-4-chlorophenyl chloromethyl ether with 3,5-dibromophenyl chloromethyl sulfide, the title compound is obtained.